Dataset: the Open Reaction Database (ORD), a public repository of structured organic reaction records. Task: describe an organic reaction: reactants, conditions, products, and yield Starting materials: CCN=C=NCCCN(C)C (WSC), C(C)(C)(C)OC(=O)N[C@@H](C)C(=O)N1[C@H](C(=O)O)CCC1 (N-t-butyloxycarbonyl-L-alanyl-L-proline), Cl.C(C1=CC=CC=C1)OC([C@H]1NCCC1)=O (L-proline benzyl ester hydrochloride), C=1C=CC2=C(C1)N=NN2O (HOBt). Solvent: C(Cl)Cl (methylene dichloride), C(C)(=O)OCC (ethyl acetate). Reaction conditions: temperature -15 celsius, time 3 hour. Product: C(C1=CC=CC=C1)OC([C@H]1N(CCC1)C([C@H]1N(CCC1)C([C@@H](NC(=O)OC(C)(C)C)C)=O)=O)=O (N-t-butyloxycarbonyl-L-alanyl-L-prolyl-L-proline benzyl ester). Yield: 88.6%. RXN SMILES: [C:1]([O:5][C:6]([NH:8][C@H:9]([C:11]([N:13]1[CH2:20][CH2:19][CH2:18][C@H:14]1[C:15]([OH:17])=O)=[O:12])[CH3:10])=[O:7])([CH3:4])([CH3:3])[CH3:2].Cl.[CH2:22]([O:29][C:30](=[O:36])[C@@H:31]1[CH2:35][CH2:34][CH2:33][NH:32]1)[C:23]1[CH:28]=[CH:27][CH:26]=[CH:25][CH:24]=1.C1C=CC2N(O)N=NC=2C=1.CCN=C=NCCCN(C)C>C(Cl)Cl.C(OCC)(=O)C>[CH2:22]([O:29][C:30](=[O:36])[C@@H:31]1[CH2:35][CH2:34][CH2:33][N:32]1[C:15](=[O:17])[C@@H:14]1[CH2:18][CH2:19][CH2:20][N:13]1[C:11](=[O:12])[C@H:9]([CH3:10])[NH:8][C:6]([O:5][C:1]([CH3:2])([CH3:3])[CH3:4])=[O:7])[C:23]1[CH:24]=[CH:25][CH:26]=[CH:27][CH:28]=1 |f:1.2|. Reported procedure: N-t-butyloxycarbonyl-L-alanyl-L-proline (4.3 g, 15 m mole), L-proline benzyl ester hydrochloride (3.7 g, 15.3 m mole) and HOBt (2.0 g, 15 m mole) were dissolved in methylene dichloride (40 ml). WSC (2.8 ml) was added dropwise to the above mixture while cooling to -15° C. and stirring. The reaction was carried out for 3 hours at a temperature of not more than 0° C., and then overnight at room temperature. The solvent was removed by distillation under reduced pressure leaving a residue. The residu... Reactants: CCC(Oc1c(C)cc(C(=O)c2cccs2)cc1C)C(=O)[O-], CCO, [Na+], [OH-]. Product: Cc1cc(C(=O)c2cccs2)cc(C)c1OCC(=O)O. As a reaction SMILES: [CH2:1]([CH3:2])[CH:3]([C:4](=[O:5])[O-:6])[O:7][c:8]1[c:9]([CH3:22])[cH:10][c:11]([C:15]([c:16]2[cH:17][cH:18][cH:19][s:20]2)=[O:21])[cH:12][c:13]1[CH3:14].[CH3:25][CH2:26][OH:27].[Na+:24].[OH-:23]>>[CH2:3]([C:4](=[O:5])[OH:6])[O:7][c:8]1[c:9]([CH3:22])[cH:10][c:11]([C:15]([c:16]2[cH:17][cH:18][cH:19][s:20]2)=[O:21])[cH:12][c:13]1[CH3:14]. The reactants are C(C(O)C1=CC=CC=C1)(=O)O ((+)-Mandelic acid), C(C)C=1C=CC2=C([C@H]([C@@H](C(O2)(C)C)O)N)C1 (trans-6-ethyl-4-amino-3,4-dihydro-2,2-dimethyl-2H-1-benzopyran-3-ol). Solvent: CC(C)O (2-propanol). Product: C(C(O)C1=CC=CC=C1)(=O)O[C@@H]1C(OC2=C([C@H]1N)C=C(C=C2)CC)(C)C ((3S,4R)-6-Ethyl-4-amino-3,4-dihydro-2,2-dimethyl-2H-1-benzopyran-3-ol (+)-mandelate). RXN SMILES: [C:1]([OH:11])(=[O:10])[CH:2]([C:4]1[CH:9]=[CH:8][CH:7]=[CH:6][CH:5]=1)[OH:3].[CH2:12]([C:14]1[CH:15]=[CH:16][C:17]2[O:22][C:21]([CH3:24])([CH3:23])[C@@H:20](O)[C@H:19]([NH2:26])[C:18]=2[CH:27]=1)[CH3:13]>CC(O)C>[C:1]([O:11][C@H:20]1[C@H:19]([NH2:26])[C:18]2[CH:27]=[C:14]([CH2:12][CH3:13])[CH:15]=[CH:16][C:17]=2[O:22][C:21]1([CH3:23])[CH3:24])(=[O:10])[CH:2]([C:4]1[CH:9]=[CH:8][CH:7]=[CH:6][CH:5]=1)[OH:3]. Procedure details: (+)-Mandelic acid (0.57 kg) and trans-6-ethyl-4-amino-3,4-dihydro-2,2-dimethyl-2H-1-benzopyran-3-ol** (0.75kg) were dissolved in warm 2-propanol (18 L). The solution was concentrated to 12 L and crystallised to give the title compound (0.523 kg). Starting materials: CC(C)(C)OC(=O)C(CNC(=O)CNC(=O)CCCc1csc(N)n1)NS(=O)(=O)c1ccccc1, ClCCl, O=C(O)C(F)(F)F. Yields the product Nc1nc(CCCC(=O)NCC(=O)NCC(NS(=O)(=O)c2ccccc2)C(=O)O)cs1. Reaction SMILES: [C:1]([CH3:2])([CH3:3])([CH3:4])[O:5][C:6]([CH:7]([CH2:8][NH:9][C:10]([CH2:11][NH:12][C:13]([CH2:14][CH2:15][CH2:16][c:17]1[n:18][c:19]([NH2:22])[s:20][cH:21]1)=[O:23])=[O:24])[NH:25][S:26](=[O:27])(=[O:28])[c:29]1[cH:30][cH:31][cH:32][cH:33][cH:34]1)=[O:35].[Cl:43][CH2:44][Cl:45].[F:36][C:37]([F:38])([F:39])[C:40]([OH:41])=[O:42]>>[O:5]=[C:6]([CH:7]([CH2:8][NH:9][C:10]([CH2:11][NH:12][C:13]([CH2:14][CH2:15][CH2:16][c:17]1[n:18][c:19]([NH2:22])[s:20][cH:21]1)=[O:23])=[O:24])[NH:25][S:26](=[O:27])(=[O:28])[c:29]1[cH:30][cH:31][cH:32][cH:33][cH:34]1)[OH:35]. Reactants: BrC=1C=C(C=CC1NCCCCCC1=CC=CC=C1)CO ((3-bromo-4-((5-phenylpentyl)amino)phenyl)methanol), C=1C=C[NH+]=CC1.[O-][Cr](=O)(=O)Cl (PCC). Run in ClCCl (dichloromethane). The product is BrC=1C=C(C=O)C=CC1NCCCCCC1=CC=CC=C1 (3-bromo-4-((5-phenylpentyl)amino)benzaldehyde). RXN SMILES: [Br:1][C:2]1[CH:3]=[C:4]([CH2:20][OH:21])[CH:5]=[CH:6][C:7]=1[NH:8][CH2:9][CH2:10][CH2:11][CH2:12][CH2:13][C:14]1[CH:19]=[CH:18][CH:17]=[CH:16][CH:15]=1.C1C=C[NH+]=CC=1.[O-][Cr](Cl)(=O)=O>ClCCl>[Br:1][C:2]1[CH:3]=[C:4]([CH:5]=[CH:6][C:7]=1[NH:8][CH2:9][CH2:10][CH2:11][CH2:12][CH2:13][C:14]1[CH:15]=[CH:16][CH:17]=[CH:18][CH:19]=1)[CH:20]=[O:21] |f:1.2|. Reported procedure: A solution of 5-bromopentylbenzene [14469-83-1](4 g, 17.6 mmol) in HMPA (55 g) was treated with 4-amino-3-bromobenzemethanol [146019-46-7] and dry K2CO3 (4.87 g, 35.2 mmol) for ˜18 h at 120° C. The mixture was cooled to rt, poured onto water (600 mL) and extracted with ethyl acetate (200 mL). The organic phase was washed with water (200 mL), dried over Na2SO4, concentrated, and purified by chromatography (ethyl acetate/hexane) to give (3-bromo-4-((5-phenylpentyl)amino)phenyl)methanol (2.24 g, 37... Starting materials: BrC=1C=C(CC2NCCC3=CC(=C(C=C23)OC)OC)C=CC1OC (1-(3-Bromo-4-methoxy-benzyl)-6,7-dimethoxy-1,2,3,4-tetrahydroisoquinoline), BrCC(=O)Br (2-bromoacetyl bromide), C(C)OC1=C(CN)C=CC=C1 (2-ethoxy-benzylamine). Product: BrC=1C=C(CC2N(CCC3=CC(=C(C=C23)OC)OC)CC(=O)NCC2=C(C=CC=C2)OCC)C=CC1OC (2-[1-(3-Bromo-4-methoxy-benzyl)-6,7-dimethoxy-3,4-dihydro-1H-isoquinolin-2-yl]-N-(2-ethoxy-benzyl)-acetamide). Reaction SMILES: [Br:1][C:2]1[CH:3]=[C:4]([CH:20]=[CH:21][C:22]=1[O:23][CH3:24])[CH2:5][CH:6]1[C:15]2[C:10](=[CH:11][C:12]([O:18][CH3:19])=[C:13]([O:16][CH3:17])[CH:14]=2)[CH2:9][CH2:8][NH:7]1.Br[CH2:26][C:27](Br)=[O:28].[CH2:30]([O:32][C:33]1[CH:40]=[CH:39][CH:38]=[CH:37][C:34]=1[CH2:35][NH2:36])[CH3:31]>>[Br:1][C:2]1[CH:3]=[C:4]([CH:20]=[CH:21][C:22]=1[O:23][CH3:24])[CH2:5][CH:6]1[C:15]2[C:10](=[CH:11][C:12]([O:18][CH3:19])=[C:13]([O:16][CH3:17])[CH:14]=2)[CH2:9][CH2:8][N:7]1[CH2:26][C:27]([NH:36][CH2:35][C:34]1[CH:37]=[CH:38][CH:39]=[CH:40][C:33]=1[O:32][CH2:30][CH3:31])=[O:28]. Procedure details: prepared by reaction of 1-(3-Bromo-4-methoxy-benzyl)-6,7-dimethoxy-1,2,3,4-tetrahydroisoquinoline and 2-bromoacetyl bromide with 2-ethoxy-benzylamine The reactants are O=C([O-])[O-], CO, CC(=O)OC(CC(CCC(C)(C)F)C(N)=S)C(Cc1ccccc1)NC(=O)c1cnc2ccccc2n1, [K+], [K+]. Product: CC(C)(F)CCC(CC(O)C(Cc1ccccc1)NC(=O)c1cnc2ccccc2n1)C(N)=S. As a reaction SMILES: [C:38](=[O:39])([O-:40])[O-:41].[CH3:44][OH:45].[F:1][C:2]([CH2:3][CH2:4][CH:5]([CH2:6][CH:7]([CH:8]([CH2:9][c:10]1[cH:11][cH:12][cH:13][cH:14][cH:15]1)[NH:16][C:17](=[O:18])[c:19]1[n:20][c:21]2[cH:22][cH:23][cH:24][cH:25][c:26]2[n:27][cH:28]1)[O:29][C:30](=[O:31])[CH3:32])[C:33]([NH2:34])=[S:35])([CH3:36])[CH3:37].[K+:42].[K+:43]>>[F:1][C:2]([CH2:3][CH2:4][CH:5]([CH2:6][CH:7]([CH:8]([CH2:9][c:10]1[cH:11][cH:12][cH:13][cH:14][cH:15]1)[NH:16][C:17](=[O:18])[c:19]1[n:20][c:21]2[cH:22][cH:23][cH:24][cH:25][c:26]2[n:27][cH:28]1)[OH:29])[C:33]([NH2:34])=[S:35])([CH3:36])[CH3:37]. Starting materials: O=C1CCC(=O)N1Br, ClC(Cl)(Cl)Cl, CCOc1ccc(C(COCc2cccc(Oc3ccccc3)c2)C(F)(F)F)cc1. The product is CCOc1ccc(C(COC(Br)c2cccc(Oc3ccccc3)c2)C(F)(F)F)cc1. As a reaction SMILES: [Br:1][N:2]1[C:3](=[O:4])[CH2:5][CH2:6][C:7]1=[O:8].[C:39]([Cl:40])([Cl:41])([Cl:42])[Cl:43].[F:9][C:10]([CH:11]([CH2:12][O:13][CH2:14][c:15]1[cH:16][c:17]([O:21][c:22]2[cH:23][cH:24][cH:25][cH:26][cH:27]2)[cH:18][cH:19][cH:20]1)[c:28]1[cH:29][cH:30][c:31]([O:34][CH2:35][CH3:36])[cH:32][cH:33]1)([F:37])[F:38]>>[Br:1][CH:14]([O:13][CH2:12][CH:11]([C:10]([F:9])([F:37])[F:38])[c:28]1[cH:29][cH:30][c:31]([O:34][CH2:35][CH3:36])[cH:32][cH:33]1)[c:15]1[cH:16][c:17]([O:21][c:22]2[cH:23][cH:24][cH:25][cH:26][cH:27]2)[cH:18][cH:19][cH:20]1. The reactants are [N+](=O)([O-])C1=CC=C2C(=NC=NC2=C1)O (7-nitroquinazolin-4-ol), S(=O)(Cl)Cl (thionyl chloride). Solvent: CN(C)C=O (DMF). Product: ClC1=NC=NC2=CC(=CC=C12)[N+](=O)[O-] (4-chloro-7-nitroquinazoline). The yield is 70.0%. RXN SMILES: [N+:1]([C:4]1[CH:13]=[C:12]2[C:7]([C:8](O)=[N:9][CH:10]=[N:11]2)=[CH:6][CH:5]=1)([O-:3])=[O:2].S(Cl)([Cl:17])=O>CN(C=O)C>[Cl:17][C:8]1[C:7]2[C:12](=[CH:13][C:4]([N+:1]([O-:3])=[O:2])=[CH:5][CH:6]=2)[N:11]=[CH:10][N:9]=1. Reported procedure: A mixture of 7-nitroquinazolin-4-ol (3.4 g, 17.79 mmol), thionyl chloride (20 mL), and DMF (0.5 mL) was refluxed for 48 h. After the mixture was cooled, excess thionyl chloride was removed by evaporation and the residue was azeotroped with toluene to afford 2.61 g (70%) of 4-chloro-7-nitroquinazoline as a yellowish solid. Run at time 50 hour. Reaction SMILES: [OH:1][CH2:2][C:3]1[CH:4]=[C:5]([S:9]([NH2:12])(=[O:11])=[O:10])[CH:6]=[CH:7][CH:8]=1>CC(C)=O.O=[Mn]=O>[CH:2]([C:3]1[CH:4]=[C:5]([S:9]([NH2:12])(=[O:11])=[O:10])[CH:6]=[CH:7][CH:8]=1)=[O:1]. Solvent: CC(=O)C (acetone). The reactants are OCC=1C=C(C=CC1)S(=O)(=O)N (3-(hydroxymethyl)benzenesulfonamide). The reagents and catalysts are O=[Mn]=O (MnO2). The product is C(=O)C=1C=C(C=CC1)S(=O)(=O)N (3-Formylbenzenesulfonamide). Reported procedure: A solution of 3-(hydroxymethyl)benzenesulfonamide (307 mg, 1.64 mmol) in acetone (16 mL) was added to a round bottom flask containing MnO2 (1.43 g, 16.4 mmol). The mixture was stirred for 50 hours until the starting material was consumed, then filtered though a pad of celite. The filtrate was evaporated to afford the product (232 mg, 76%) as a white solid. MS (ES+) m/z 186 [M+H]+. Isolated yield 76.4%.